describe an organic reaction: reactants, conditions, products, and yield From a dataset of the Open Reaction Database (ORD), a public repository of structured organic reaction records. Reactants: CCC(CO[Si](c1ccccc1)(c1ccccc1)C(C)(C)C)N1C(=O)C(C)(CC(=O)O)CC(c2cccc(Cl)c2)C1c1ccc(Cl)cc1, CCCC[N+](CCCC)(CCCC)CCCC, C1CCOC1, [F-]. The product is CCC(CO)N1C(=O)C(C)(CC(=O)O)CC(c2cccc(Cl)c2)C1c1ccc(Cl)cc1. RXN SMILES: [C:1]([Si:2]([c:3]1[cH:4][cH:5][cH:37][cH:38][cH:39]1)([O:6][CH2:7][CH:8]([CH2:9][CH3:10])[N:11]1[C:12](=[O:36])[C:13]([CH3:31])([CH2:32][C:33](=[O:34])[OH:35])[CH2:14][CH:15]([c:24]2[cH:25][c:26]([Cl:30])[cH:27][cH:28][cH:29]2)[CH:16]1[c:17]1[cH:18][cH:19][c:20]([Cl:23])[cH:21][cH:22]1)[c:40]1[cH:41][cH:42][cH:43][cH:44][cH:45]1)([CH3:46])([CH3:47])[CH3:48].[CH2:50]([N+:51]([CH2:52][CH2:53][CH2:54][CH3:55])([CH2:56][CH2:57][CH2:58][CH3:59])[CH2:60][CH2:61][CH2:62][CH3:63])[CH2:64][CH2:65][CH3:66].[CH2:67]1[O:68][CH2:69][CH2:70][CH2:71]1.[F-:49]>>[OH:6][CH2:7][CH:8]([CH2:9][CH3:10])[N:11]1[C:12](=[O:36])[C:13]([CH3:31])([CH2:32][C:33](=[O:34])[OH:35])[CH2:14][CH:15]([c:24]2[cH:25][c:26]([Cl:30])[cH:27][cH:28][cH:29]2)[CH:16]1[c:17]1[cH:18][cH:19][c:20]([Cl:23])[cH:21][cH:22]1. Reactants: C(C1=CC=CC=C1)Br (Benzyl bromide), C(C)OC=1C(=CC=2CC[C@H]3[C@@H]4CC[C@@H]([C@@]4(C)CC[C@@H]3C2C1)O)O (2-ethoxy estra-1,3,5(10)-trien-3,17β-diol), C([O-])([O-])=O.[K+].[K+] (potassium carbonate), C(C)OC=1C(=CC=2CC[C@H]3[C@@H]4CC[C@@H]([C@@]4(C)CC[C@@H]3C2C1)O)OCC1=CC=CC=C1 (2-Ethoxy-3-Benzyloxy-Estra-1,3,5(10)-Triene-17β-Ol), C(C)OC=1C(=CC=2CC[C@H]3[C@@H]4CC[C@@H]([C@@]4(C)CC[C@@H]3C2C1)O)OCC1=CC=CC=C1 (2-Ethoxy-3-Benzyloxy-Estra-1,3,5(10)-Triene-17β-Ol). The reagents and catalysts are O=[Mn]=O (MnO2), O=[Mn]=O (MnO2), O=[Mn]=O (MnO2). Solvent: C(C)O (ethanol), ClCCl (dichloromethane). Reaction conditions: time 7 hour. The product is C(C)OC=1C(=CC=2CC[C@H]3[C@@H]4CCC([C@@]4(C)CC[C@@H]3C2C1)=O)OCC1=CC=CC=C1 (2-Ethoxy-3-Benzyloxy-Estra-1,3,5(10)-Triene-17-One). The yield is 8.0%. As a reaction SMILES: C(Br)C1C=CC=CC=1.C(OC1C(O)=CC2CC[C@@H]3[C@@H](C=2C=1)CC[C@@]1(C)[C@H]3CC[C@@H]1O)C.C(=O)([O-])[O-].[K+].[K+].[CH2:38]([O:40][C:41]1[C:42]([O:60][CH2:61][C:62]2[CH:67]=[CH:66][CH:65]=[CH:64][CH:63]=2)=[CH:43][C:44]2[CH2:45][CH2:46][C@@H:47]3[C@@H:56]([C:57]=2[CH:58]=1)[CH2:55][CH2:54][C@@:52]1([CH3:53])[C@H:48]3[CH2:49][CH2:50][C@@H:51]1[OH:59])[CH3:39]>C(O)C.ClCCl.O=[Mn]=O>[CH2:38]([O:40][C:41]1[C:42]([O:60][CH2:61][C:62]2[CH:67]=[CH:66][CH:65]=[CH:64][CH:63]=2)=[CH:43][C:44]2[CH2:45][CH2:46][C@@H:47]3[C@@H:56]([C:57]=2[CH:58]=1)[CH2:55][CH2:54][C@@:52]1([CH3:53])[C@H:48]3[CH2:49][CH2:50][C:51]1=[O:59])[CH3:39] |f:2.3.4|. Reported procedure: Benzyl bromide (4.5 g, 38 mmol) was added under argon atmosphere at 0° C. to a suspension of 2-ethoxy-β-estradiol (2) (4.5 g, 13 mmol) and potassium carbonate (8.6 g, 62 mmol) in anhydrous ethanol (100 mL). The resulting mixture was stirred at reflux for 7.5 h. The solvent was evaporated under reduced pressure, the residue was diluted with water, and the mixture was extracted with ethyl acetate (3×200 mL). The combined organic extract was washed with water (100 mL), sodium bicarbonate (120 mL), ...